Dataset: the Open Reaction Database (ORD), a public repository of structured organic reaction records. Task: describe an organic reaction: reactants, conditions, products, and yield The reactants are C(CCCCC(=O)Cl)(=O)Cl (Adipoyl chloride), [Cl-].[Al+3].[Cl-].[Cl-] (aluminum chloride), FC1=CC=CC=C1 (fluorobenzene), Cl (hydrochloric acid). The solvent is ice. Run at time 8 hour. Product: FC1=CC=C(C(=O)CCCCC(C2=CC=C(C=C2)F)=O)C=C1 (1,4-bis(4-fluorobenzoyl) butane). Yield: 75.4%. RXN SMILES: [C:1](Cl)(=[O:9])[CH2:2][CH2:3][CH2:4][CH2:5][C:6](Cl)=[O:7].[Cl-].[Al+3].[Cl-].[Cl-].[F:15][C:16]1[CH:21]=[CH:20][CH:19]=[CH:18][CH:17]=1.Cl>>[F:15][C:16]1[CH:21]=[CH:20][C:19]([C:1]([CH2:2][CH2:3][CH2:4][CH2:5][C:6](=[O:7])[C:19]2[CH:20]=[CH:21][C:16]([F:15])=[CH:17][CH:18]=2)=[O:9])=[CH:18][CH:17]=1 |f:1.2.3.4|. Procedure details: Adipoyl chloride (45.8 g, 0.25 mol) was added over a 30-45 minute period to a mechanically stirred suspension of aluminum chloride (83.3 g, 0.625 mol) in fluorobenzene (235 ml, 2.5 mol) maintained at 5°-10° C. The yellow slurry was allowed to warm to room temperature and was stirred overnight. The reaction mixture was poured onto approximately 1000 g of ice containing 100 ml of concentrated hydrochloric acid. The resulting suspension was separated by decantation and washed several times with wat... Reactants: tetrachloropyridines, tetrachloro-4, ClC1=C(C(=C(C(=N1)Cl)Cl)NN)Cl (tetrachloro-4-hydrazinopyridine), ( C ), ClC1=C(C(=C(C(=N1)Cl)Cl)Cl)Cl (pentachloropyridine), O.NN (hydrazine hydrate), N(N)C1=NC=CC=C1 (2-hydrazinopyridine). Reagents/catalysts: S(=O)(=O)([O-])[O-].[Cu+2] (copper sulfate), [Ag]=O (silver oxide). The solvent is C(C)O (ethanol), C(C)O (ethanol). Product: ClC=1C(=C(C(=NC1)Cl)Cl)Cl (tetrachloropyridine). As a reaction SMILES: Cl[C:2]1[N:7]=[C:6]([Cl:8])[C:5]([Cl:9])=[C:4]([Cl:10])[C:3]=1[Cl:11].O.NN.N(C1C=CC=CN=1)N.ClC1N=C(Cl)C(Cl)=C(NN)C=1Cl>C(O)C.S([O-])([O-])(=O)=O.[Cu+2].[Ag]=O>[Cl:11][C:3]1[C:4]([Cl:10])=[C:5]([Cl:9])[C:6]([Cl:8])=[N:7][CH:2]=1 |f:1.2,6.7|. Procedure details: Another method of preparing tetrachloropyridines is taught in Collins et al., J. Chem. Soc. (C) pages 167-174 (1971) wherein pentachloropyridine is reacted with hydrazine hydrate in ethanol and the resulting tetrachloro-4 and/or 2-hydrazinopyridine is oxidized with aqueous copper sulfate or silver oxide in ethanol. This reference also teaches pyrolyzing tetrachloro-4-hydrazinopyridine in sand at 160° C. to yield tetrachloropyridine. In addition, this reference teaches the preparation of 2,3,6-tr...